From a dataset of the Open Reaction Database (ORD), a public repository of structured organic reaction records. describe an organic reaction: reactants, conditions, products, and yield Reactants: NCC(=O)O (glycine), Cl (HCl), C12C3C(C(C=C1)CC2)C(=O)OC3=O (bicyclo[2.2.2]oct-5-en-2,3-dicarboxylic anhydride), C(=O)([O-])[O-].[K+].[K+] (K2CO3). The solvent is O (H2O), O (H2O). Product: C(=O)(O)CN1C(=O)C2C3C=CC(C2C1=O)CC3 (N-carboxymethyl-bicyclo[2.2.2]oct-5-en-2,3-dicarboximide). The yield is 72.0%. Reaction SMILES: [CH:1]12[CH2:8][CH2:7][CH:4]([CH:5]=[CH:6]1)[CH:3]1[C:9]([O:11][C:12](=[O:13])[CH:2]21)=O.[NH2:14][CH2:15][C:16]([OH:18])=[O:17].C([O-])([O-])=O.[K+].[K+].Cl>O>[C:16]([CH2:15][N:14]1[C:12](=[O:13])[CH:2]2[CH:3]([CH:4]3[CH2:7][CH2:8][CH:1]2[CH:6]=[CH:5]3)[C:9]1=[O:11])([OH:18])=[O:17] |f:2.3.4|. Procedure details: To a suspension of bicyclo[2.2.2]oct-5-en-2,3-dicarboxylic anhydride (688 mg, 3.9 mmol) in H2O (10 mL) was added glycine (348 mg, 4.6 mmol), and a solution of K2CO3 (321 mg, 2.3 mmol) in H2O (2 mL). The mixture was heated to reflux temperature and allowed to react for 4 hrs. After cooling to room temperature, the mixture was acidified with conc. HCl until the pH reached 1 and extracted with ethyl acetate (EtOAc). The organic layer was washed with brine and dried over Na2SO4. Removal of the solve... Product: O=c1[nH]c(-c2ccccc2-c2ccc(Cn3c(=O)n(CC(O)c4ccc(F)cc4)c(=O)c4cc(C5CC5)sc43)cc2)no1. RXN SMILES: [CH3:49][OH:50].[CH:1]1([c:4]2[cH:5][c:6]3[c:7]([n:8]([CH2:24][c:25]4[cH:26][cH:27][c:28](-[c:31]5[c:32](-[c:37]6[n:38][o:39][c:40](=[O:42])[nH:41]6)[cH:33][cH:34][cH:35][cH:36]5)[cH:29][cH:30]4)[c:9](=[O:23])[n:10]([CH2:13][C:14](=[O:15])[c:16]4[cH:17][cH:18][c:19]([F:22])[cH:20][cH:21]4)[c:11]3=[O:12])[s:43]2)[CH2:2][CH2:3]1.[O:44]1[CH2:45][CH2:46][CH2:47][CH2:48]1>>[CH:1]1([c:4]2[cH:5][c:6]3[c:7]([n:8]([CH2:24][c:25]4[cH:26][cH:27][c:28](-[c:31]5[c:32](-[c:37]6[n:38][o:39][c:40](=[O:42])[nH:41]6)[cH:33][cH:34][cH:35][cH:36]5)[cH:29][cH:30]4)[c:9](=[O:23])[n:10]([CH2:13][CH:14]([OH:15])[c:16]4[cH:17][cH:18][c:19]([F:22])[cH:20][cH:21]4)[c:11]3=[O:12])[s:43]2)[CH2:2][CH2:3]1. The reactants are CO, O=C(Cn1c(=O)c2cc(C3CC3)sc2n(Cc2ccc(-c3ccccc3-c3noc(=O)[nH]3)cc2)c1=O)c1ccc(F)cc1, C1CCOC1. Procedure: p-Chlorobenzoyl chloride (43.8 g.) was added dropwise to a stirred mixture of fluorene (41.5 g.) aluminium chloride (33.4 g.) and carbon disulphide (100 ml.). After the vigorous reaction had subsided the mixture was stirred and boiled under reflux for 6 hours. It was cooled, poured onto ice, the carbon disulphide distilled off on a steam bath, and the solid product filtered off, washed, dried and recrystallised from benzene to give 2 -p-chlorobenzoylfluorene, m.p. 183°C. This was reacted by the ... RXN SMILES: [Cl:1][C:2]1[CH:10]=[CH:9][C:5]([C:6](Cl)=[O:7])=[CH:4][CH:3]=1.[CH:11]1[C:23]2[CH2:22][C:21]3[C:16](=[CH:17][CH:18]=[CH:19][CH:20]=3)[C:15]=2[CH:14]=[CH:13][CH:12]=1.[Cl-].[Al+3].[Cl-].[Cl-]>C(=S)=S>[Cl:1][C:2]1[CH:10]=[CH:9][C:5]([C:6]([C:19]2[CH:18]=[CH:17][C:16]3[C:15]4[C:23](=[CH:11][CH:12]=[CH:13][CH:14]=4)[CH2:22][C:21]=3[CH:20]=2)=[O:7])=[CH:4][CH:3]=1 |f:2.3.4.5|. The product is ClC1=CC=C(C(=O)C2=CC=3CC4=CC=CC=C4C3C=C2)C=C1 (2 -p-chlorobenzoylfluorene). The solvent is C(=S)=S (carbon disulphide). Reactants: ClC1=CC=C(C(=O)Cl)C=C1 (p-Chlorobenzoyl chloride), C1=CC=CC=2C3=CC=CC=C3CC12 (fluorene), [Cl-].[Al+3].[Cl-].[Cl-] (aluminium chloride). Starting materials: Cl (hydrochloride), COC([C@@H](N)CC1=CNC2=CC=CC=C12)=O (L-tryptophan methyl ester), C(=O)(O)[O-].[Na+] (NaHCO3), C(=O)(O)[O-].[Na+] (NaHCO3), C(C)(=O)O (acetic acid), [O-]S(=O)(=O)[O-].[Na+].[Na+] (Na2SO4), CN(C1(CCC(CC1)=O)C1=CC=CC=C1)C (4-dimethylamino-4-phenylcyclohexanone), [BH-](OC(=O)C)(OC(=O)C)OC(=O)C.[Na+] (NaBH(OAc)3). Solvent: ClCCCl (1,2-dichloroethane). Reaction conditions: time 4 day. Yields the product Cl.Cl.COC(C(CC1=CNC2=CC=CC=C12)NC1CCC(CC1)(C=1SC=CC1)N(C)C)=O (2-(4-Dimethylamino-4-thiophen-2-yl-cyclohexylamino)-3-(1H-indol-3-yl)-propionic acid methyl ester dihydrochloride). As a reaction SMILES: [ClH:1].[CH3:2][O:3][C:4](=[O:17])[C@H:5]([CH2:7][C:8]1[C:16]2[C:11](=[CH:12][CH:13]=[CH:14][CH:15]=2)[NH:10][CH:9]=1)[NH2:6].C([O-])(O)=O.[Na+].[CH3:23][N:24]([CH3:38])[C:25]1([C:32]2C=C[CH:35]=[CH:34][CH:33]=2)[CH2:30][CH2:29][C:28](=O)[CH2:27][CH2:26]1.C(O)(=O)C.[O-][S:44]([O-])(=O)=O.[Na+].[Na+].[BH-](OC(C)=O)(OC(C)=O)OC(C)=O.[Na+]>ClCCCl>[ClH:1].[ClH:1].[CH3:2][O:3][C:4](=[O:17])[CH:5]([NH:6][CH:28]1[CH2:29][CH2:30][C:25]([N:24]([CH3:38])[CH3:23])([C:32]2[S:44][CH:35]=[CH:34][CH:33]=2)[CH2:26][CH2:27]1)[CH2:7][C:8]1[C:16]2[C:11](=[CH:12][CH:13]=[CH:14][CH:15]=2)[NH:10][CH:9]=1 |f:2.3,6.7.8,9.10,12.13.14|. Reported procedure: The hydrochloride of L-tryptophan methyl ester (1.01 g) was stirred vigorously for 15 minutes with 1,2-dichloroethane (20 ml) and saturated NaHCO3 solution (20 ml) and the aqueous phase was immediately extracted with 1,2-dichloroethane (2×20 ml). After drying with Na2SO4, the organic phase was concentrated to 40 ml, and 4-dimethylamino-4-phenylcyclohexanone (893 mg, 4 mmol.) was added thereto under argon. Glacial acetic acid (0.228 ml, 4 mmol.) and Na2SO4 (2 g) were added to the clear solution. ... Reactants: Cl.CN(CCCN=C=NCC)C (N-[3-(dimethylamino)propyl]-N′-ethylcarbodiimide hydrochloride), CC1NC2=CC=CC(=C2C1)C(F)(F)F (2-methyl-4-trifluoromethyl-2,3-dihydro-1H-indole), N1(CCOCC1)C=1N=C(NC(C1)=O)CC(=O)[O-].[Na+] (sodium [4-(morpholin-4-yl)-6-oxo-1,6-dihydropyrimidin-2-yl]acetate). Run in CN(C=O)C (N,N-dimethylformamide), N1=CC=CC=C1 (pyridine), O (water). Conditions: time 20 hour. Product: CC1N(C2=CC=CC(=C2C1)C(F)(F)F)C(CC1=NC(=CC(N1)=O)N1CCOCC1)=O (2-[2-(2-methyl-4-trifluoromethyl-2,3-dihydroindol-1-yl)-2-oxoethyl]-6-morpholin-4-yl-3H-pyrimidin-4-one). Yield: 35.0%. Reaction SMILES: Cl.CN(C)CCCN=C=NCC.[CH3:13][CH:14]1[CH2:22][C:21]2[C:16](=[CH:17][CH:18]=[CH:19][C:20]=2[C:23]([F:26])([F:25])[F:24])[NH:15]1.[N:27]1([C:33]2[N:34]=[C:35]([CH2:40][C:41]([O-])=[O:42])[NH:36][C:37](=[O:39])[CH:38]=2)[CH2:32][CH2:31][O:30][CH2:29][CH2:28]1.[Na+]>CN(C)C=O.N1C=CC=CC=1.O>[CH3:13][CH:14]1[CH2:22][C:21]2[C:16](=[CH:17][CH:18]=[CH:19][C:20]=2[C:23]([F:24])([F:26])[F:25])[N:15]1[C:41](=[O:42])[CH2:40][C:35]1[NH:36][C:37](=[O:39])[CH:38]=[C:33]([N:27]2[CH2:28][CH2:29][O:30][CH2:31][CH2:32]2)[N:34]=1 |f:0.1,3.4|. Procedure details: 225 mg of N-[3-(dimethylamino)propyl]-N′-ethylcarbodiimide hydrochloride and 196 mg of 2-methyl-4-trifluoromethyl-2,3-dihydro-1H-indole are added to a solution of 259 mg of sodium [4-(morpholin-4-yl)-6-oxo-1,6-dihydropyrimidin-2-yl]acetate (example 1d, step 2d) in 3 ml of N,N-dimethylformamide and 3 ml of pyridine. The reaction mixture is stirred at ambient temperature for 20 hours and then diluted with water and extracted with ethyl acetate. The extracts are washed successively with water, a hy...